This data is from the Open Reaction Database (ORD), a public repository of structured organic reaction records. The task is: describe an organic reaction: reactants, conditions, products, and yield Starting materials: O.[OH-].[Li+] (Lithium hydroxide monohydrate), CCC(CC)C=1SC=C(N1)C(=O)OCC (Ethyl 2-(pentan-3-yl)thiazole-4-carboxylate), Cl (hydrochloric acid). The solvent is C1CCOC1 (THF), O (water). Run at time 8 hour. Yields the product CCC(CC)C=1SC=C(N1)C(=O)O (2-(Pentan-3-yl)thiazole-4-carboxylic acid). Reaction SMILES: O.[OH-].[Li+].[CH3:4][CH2:5][CH:6]([C:9]1[S:10][CH:11]=[C:12]([C:14]([O:16]CC)=[O:15])[N:13]=1)[CH2:7][CH3:8].Cl>C1COCC1.O>[CH3:4][CH2:5][CH:6]([C:9]1[S:10][CH:11]=[C:12]([C:14]([OH:16])=[O:15])[N:13]=1)[CH2:7][CH3:8] |f:0.1.2|. Reported procedure: Lithium hydroxide monohydrate (2.07 g) was added to a solution of ethyl 2-(pentan-3-yl)thiazole-4-carboxylate (example 71, step c) (2.8 g) in a mixture of THF (80 mL) and water (20 mL). The resulting mixture was stirred overnight. The reaction was acidified with concentrated hydrochloric acid (6 mL) and the volatiles evaporated. The resulting aqueous mixture was saturated with sodium chloride and extracted with ethyl acetate (3×100 mL). The combined organic solutions were dried over sodium sulph... Reactants: C(C)(C)(C)C1=CC(=C(C=N1)C=1N([C@]([C@](N1)(C)C1=CC=C(C=C1)Cl)(C)C1=CC=C(C=C1)Cl)C(=O)N1CCC(CC1)CC(=O)O)OCC ({1-[(4S,5R)-2-(6-tert-butyl-4-ethoxy-pyridin-3-yl)-4,5-bis-(4-chloro-phenyl)-4,5-dimethyl-4,5-dihydro-imidazole-1-carbonyl]-piperidin-4-yl}-acetic acid), FC1=C(C=C(CN)C=C1)C (4-fluoro-3-methylbenzylamine). Yields the product C(C)(C)(C)C1=CC(=C(C=N1)C=1N([C@]([C@](N1)(C)C1=CC=C(C=C1)Cl)(C)C1=CC=C(C=C1)Cl)C(=O)N1CCC(CC1)CC(=O)NCC1=CC(=C(C=C1)F)C)OCC (2-{1-[(4S,5R)-2-(6-tert-Butyl-4-ethoxy-pyridin-3-yl)-4,5-bis-(4-chloro-phenyl)-4,5-dimethyl-4,5-dihydro-imidazole-1-carbonyl]-piperidin-4-yl}-N-(4-fluoro-3-methyl-benzyl)-acetamide). RXN SMILES: [C:1]([C:5]1[N:10]=[CH:9][C:8]([C:11]2[N:12]([C:32]([N:34]3[CH2:39][CH2:38][CH:37]([CH2:40][C:41](O)=[O:42])[CH2:36][CH2:35]3)=[O:33])[C@@:13]([C:25]3[CH:30]=[CH:29][C:28]([Cl:31])=[CH:27][CH:26]=3)([CH3:24])[C@@:14]([C:17]3[CH:22]=[CH:21][C:20]([Cl:23])=[CH:19][CH:18]=3)([CH3:16])[N:15]=2)=[C:7]([O:44][CH2:45][CH3:46])[CH:6]=1)([CH3:4])([CH3:3])[CH3:2].[F:47][C:48]1[CH:55]=[CH:54][C:51]([CH2:52][NH2:53])=[CH:50][C:49]=1[CH3:56]>>[C:1]([C:5]1[N:10]=[CH:9][C:8]([C:11]2[N:12]([C:32]([N:34]3[CH2:39][CH2:38][CH:37]([CH2:40][C:41]([NH:53][CH2:52][C:51]4[CH:54]=[CH:55][C:48]([F:47])=[C:49]([CH3:56])[CH:50]=4)=[O:42])[CH2:36][CH2:35]3)=[O:33])[C@@:13]([C:25]3[CH:30]=[CH:29][C:28]([Cl:31])=[CH:27][CH:26]=3)([CH3:24])[C@@:14]([C:17]3[CH:18]=[CH:19][C:20]([Cl:23])=[CH:21][CH:22]=3)([CH3:16])[N:15]=2)=[C:7]([O:44][CH2:45][CH3:46])[CH:6]=1)([CH3:2])([CH3:3])[CH3:4]. Procedure: In a manner analogous to the method described in example 163, {1-[(4S,5R)-2-(6-tert-butyl-4-ethoxy-pyridin-3-yl)-4,5-bis-(4-chloro-phenyl)-4,5-dimethyl-4,5-dihydro-imidazole-1-carbonyl]-piperidin-4-yl}-acetic acid was reacted with 4-fluoro-3-methylbenzylamine (Matrix) to give the title product. LC-MS (ES+) 786 [(M+H)+]. Reactants: [OH-].[K+] (potassium hydroxide), NC1=CC=C(C=C1)O (4-aminophenol), ClC1=NC=C(C=C1)C(F)(F)F (2-chloro-5-(trifluoromethyl)pyridine), ice water. Run in O (water), CS(=O)C (dimethylsulfoxide). Reaction conditions: time 3 hour. Yields the product FC(C=1C=CC(=NC1)OC1=CC=C(N)C=C1)(F)F (4-(5-trifluoromethylpyridin-2-yl-oxy)aniline). RXN SMILES: [OH-].[K+].[NH2:3][C:4]1[CH:9]=[CH:8][C:7]([OH:10])=[CH:6][CH:5]=1.Cl[C:12]1[CH:17]=[CH:16][C:15]([C:18]([F:21])([F:20])[F:19])=[CH:14][N:13]=1>O.CS(C)=O>[F:19][C:18]([F:21])([F:20])[C:15]1[CH:16]=[CH:17][C:12]([O:10][C:7]2[CH:8]=[CH:9][C:4]([NH2:3])=[CH:5][CH:6]=2)=[N:13][CH:14]=1 |f:0.1|. Procedure details: 11.2 g (0.2 mole) of potassium hydroxide in 15 ml of water are added dropwise under nitrogen atmosphere to 22 g (0.2 mole) of 4-aminophenol in 100 ml of diemthylsulfoxide. 36 g (0.2 mole) of 2-chloro-5-(trifluoromethyl)pyridine in 30 ml of dimethylsulfoxide are added dropwise at 25° C. The reaction mixture is stirred for 3 hours at room temperature, then poured into ice-water and extracted with ethyl acetate. The organic phase is dried over sodium sulfate and concentrated by evaporation. The res... The reactants are C(C1=CC=CC=C1)(=O)C(C(=O)OCC)=COCC (ethyl 2-benzoyl-3-ethoxyacrylate), C1(=CC=CC=C1)N1N=CC=C1N (1-phenyl-1H-pyrazol-5-amine), C1(=CC=CC=C1)OC1=CC=CC=C1 (diphenyl ether). Solvent: C(C)(=O)OCC (ethyl acetate). Reaction conditions: temperature 120 celsius, time 1.5 hour. Product: OC1=C2C(=NC=C1C(=O)C1=CC=CC=C1)N(N=C2)C2=CC=CC=C2 ((4-hydroxy-1-phenyl-1H-pyrazolo[3,4-b]pyridin-5-yl)(phenyl)methanone). Isolated yield 42.5%. Reaction SMILES: [C:1]([C:9](=[CH:15]OCC)[C:10]([O:12]CC)=O)(=[O:8])[C:2]1[CH:7]=[CH:6][CH:5]=[CH:4][CH:3]=1.[C:19]1([N:25]2[C:29]([NH2:30])=[CH:28][CH:27]=[N:26]2)[CH:24]=[CH:23][CH:22]=[CH:21][CH:20]=1.C1(OC2C=CC=CC=2)C=CC=CC=1>C(OCC)(=O)C>[OH:12][C:10]1[C:9]([C:1]([C:2]2[CH:3]=[CH:4][CH:5]=[CH:6][CH:7]=2)=[O:8])=[CH:15][N:30]=[C:29]2[N:25]([C:19]3[CH:24]=[CH:23][CH:22]=[CH:21][CH:20]=3)[N:26]=[CH:27][C:28]=12. Procedure details: A mixture of ethyl 2-benzoyl-3-ethoxyacrylate (0.99 g, 4.0 mmol) and 1-phenyl-1H-pyrazol-5-amine (0.64 g, 4.0 mmol) was stirred at 120° C. for 1.5 hr under argon and then cooled. After diphenyl ether (5 g) was added, the mixture was stirred at 240° C. for 2 hr under argon. Flash chromatography and crystallization in heptane and ethyl acetate mixture gave (4-hydroxy-1-phenyl-1H-pyrazolo[3,4-b]pyridin-5-yl)(phenyl)methanone (0.53 g, 1.7 mmol, 42% yield) as a yellow solid. Reactants: C(=O)(O)[O-].[Na+] (NaHCO3), C1(CCCCC1)NC1=C(C=C(C=C1)S(=O)(=O)N)[N+](=O)[O-] (4-(cyclohexylamino)-3-nitrobenzenesulfonamide), BrN1C(=O)N(C(=O)C1(C)C)Br (1,3-dibromo-5,5-dimethylhydantoin), FC(C(=O)O)(F)F (trifluoracetic acid). The solvent is ClCCl (dichloromethane). Reaction conditions: time 18 hour. Yields the product BrC=1C=C(C=C(C1NC1CCCCC1)[N+](=O)[O-])S(=O)(=O)N (3-bromo-4-(cyclohexylamino)-5-nitrobenzenesulfonamide). RXN SMILES: [CH:1]1([NH:7][C:8]2[CH:13]=[CH:12][C:11]([S:14]([NH2:17])(=[O:16])=[O:15])=[CH:10][C:9]=2[N+:18]([O-:20])=[O:19])[CH2:6][CH2:5][CH2:4][CH2:3][CH2:2]1.[Br:21]N1C(C)(C)C(=O)N(Br)C1=O.FC(F)(F)C(O)=O.C([O-])(O)=O.[Na+]>ClCCl>[Br:21][C:13]1[CH:12]=[C:11]([S:14]([NH2:17])(=[O:16])=[O:15])[CH:10]=[C:9]([N+:18]([O-:20])=[O:19])[C:8]=1[NH:7][CH:1]1[CH2:2][CH2:3][CH2:4][CH2:5][CH2:6]1 |f:3.4|. Procedure details: A room temperature solution of Example 3A (1.81 g, 6.0 mmol) and 1,3-dibromo-5,5-dimethylhydantoin (950 mg, 3.3 mmol) in dichloromethane was treated with trifluoracetic acid (796 uL, 9.0 mmol), stirred in darkness for 18 hours, treated with saturated NaHCO3, and extracted with diethyl ether. The combined extracts were washed with brine, dried (Na2SO4), and concentrated. The concentrate was purified by flash column chromatography on silica gel with 15% ethyl acetate/hexanes to provide the desired... The reactants are COC1=NC=C(C=C1)C1=CC=C(C=C1)OC (2-methoxy-5-(4-methoxyphenyl)pyridine), BrCC1=CC=C(C=C1)CO ((4-(bromomethyl)phenyl)methanol). Yields the product OCC1=CC=C(CN2C(C=CC(=C2)C2=CC=C(C=C2)OC)=O)C=C1 (1-(4-(Hydroxymethyl)benzyl)-5-(4-methoxyphenyl)pyridin-2(1H)-one). Isolated yield 80.4%. As a reaction SMILES: C[O:2][C:3]1[CH:8]=[CH:7][C:6]([C:9]2[CH:14]=[CH:13][C:12]([O:15][CH3:16])=[CH:11][CH:10]=2)=[CH:5][N:4]=1.Br[CH2:18][C:19]1[CH:24]=[CH:23][C:22]([CH2:25][OH:26])=[CH:21][CH:20]=1>>[OH:26][CH2:25][C:22]1[CH:23]=[CH:24][C:19]([CH2:18][N:4]2[CH:5]=[C:6]([C:9]3[CH:14]=[CH:13][C:12]([O:15][CH3:16])=[CH:11][CH:10]=3)[CH:7]=[CH:8][C:3]2=[O:2])=[CH:20][CH:21]=1. Procedure details: According to Scheme 4 Step 1: The title compound was prepared according to Example 6 Step 2, from 2-methoxy-5-(4-methoxyphenyl)pyridine (1 eq, 4.60 mmol, 1.00 g) and (4-(bromomethyl)phenyl)methanol (1.1 eq, 5.10 mmol 1.00 g). Reaction conditions: 5 hours at 70° C. and room temperature overnight. The residue was triturated with pentane, yielding the title compound (3.70 mmol, 1.20 g, 80%). Reactants: C(C)OC(=O)C1=CC(=CS1)C(CBr)=O (5-Ethoxycarbonyl-3-(α-bromoacetyl)thiophene), C(C)OC=1C=C(C(=S)N)C=CC1OCC (3,4-diethoxythiobenzamide). The product is C(C)OC=1C=C(C=CC1OCC)C=1SC=C(N1)C1=CSC(=C1)C(=O)O (2-(3,4-diethoxyphenyl)-4-(5-carboxy-3-thienyl)thiazole). RXN SMILES: C([O:3][C:4]([C:6]1[S:10][CH:9]=[C:8]([C:11](=O)[CH2:12]Br)[CH:7]=1)=[O:5])C.[CH2:15]([O:17][C:18]1[CH:19]=[C:20]([CH:24]=[CH:25][C:26]=1[O:27][CH2:28][CH3:29])[C:21]([NH2:23])=[S:22])[CH3:16]>>[CH2:15]([O:17][C:18]1[CH:19]=[C:20]([C:21]2[S:22][CH:12]=[C:11]([C:8]3[CH:7]=[C:6]([C:4]([OH:3])=[O:5])[S:10][CH:9]=3)[N:23]=2)[CH:24]=[CH:25][C:26]=1[O:27][CH2:28][CH3:29])[CH3:16]. Reported procedure: 5-Ethoxycarbonyl-3-(α-bromoacetyl)thiophene and 3,4-diethoxythiobenzamide were subjected to the same reaction as in Example 1 and then to the same hydrolysis as in Example 147 to obtain 2-(3,4-diethoxyphenyl)-4-(5-carboxy-3-thienyl)thiazole. Starting materials: BrC=1C=NC(=NC1)N(S(=O)(=O)C)CC1=CC=CC=C1 (N-(5-Bromo-2-pyrimidinyl)-N-(phenylmethyl)-methanesulfonamide), ClC=1C=CC(=C(C1)B(O)O)O (5-chloro-2-hydroxyphenyl-boronic acid). The product is ClC=1C=CC(=C(C1)C=1C=NC(=NC1)N(S(=O)(=O)C)CC1=CC=CC=C1)O (N-[5-(5-Chloro-2-hydroxyphenyl)-2-pyrimidinyl]-N-(phenylmethyl)-methanesulfonamide). RXN SMILES: Br[C:2]1[CH:3]=[N:4][C:5]([N:8]([CH2:13][C:14]2[CH:19]=[CH:18][CH:17]=[CH:16][CH:15]=2)[S:9]([CH3:12])(=[O:11])=[O:10])=[N:6][CH:7]=1.[Cl:20][C:21]1[CH:22]=[CH:23][C:24]([OH:30])=[C:25](B(O)O)[CH:26]=1>>[Cl:20][C:21]1[CH:26]=[CH:25][C:24]([OH:30])=[C:23]([C:2]2[CH:3]=[N:4][C:5]([N:8]([CH2:13][C:14]3[CH:19]=[CH:18][CH:17]=[CH:16][CH:15]=3)[S:9]([CH3:12])(=[O:11])=[O:10])=[N:6][CH:7]=2)[CH:22]=1. Procedure details: The subtitle compound was prepared by the method of example 1 step (ii) using the product from step (i) and 5-chloro-2-hydroxyphenyl-boronic acid, yield 0.25 g.